Dataset: the Open Reaction Database (ORD), a public repository of structured organic reaction records. Task: describe an organic reaction: reactants, conditions, products, and yield The reactants are NC1=NNC=C1C1=CC=C(C=C1)CC1=CC2=C(C=C1)OCO2 (3-amino-4-[4-(3,4-methylenedioxyphenylmethyl) phenyl]pyrazole), C(C)OC=C(C(=O)OCC)C(=O)OCC (diethyl ethoxymethylenemalonate), C[O-].[Na+] (sodium methoxide). Run in C(C)O (ethanol). Run at time 1 day. The product is C(C)OC(=O)C=1C=NC=2N(C1O)N=CC2C2=CC=C(C=C2)CC2=CC1=C(C=C2)OCO1 (6-ethoxycarbonyl-7-hydroxy-3-[4-(3,4-methylenedioxyphenylmethyl)phenyl]pyrazolo[1,5-a]pyrimidine). Reaction SMILES: [NH2:1][C:2]1[C:6]([C:7]2[CH:12]=[CH:11][C:10]([CH2:13][C:14]3[CH:19]=[CH:18][C:17]4[O:20][CH2:21][O:22][C:16]=4[CH:15]=3)=[CH:9][CH:8]=2)=[CH:5][NH:4][N:3]=1.C([O:25][CH:26]=[C:27]([C:33](OCC)=O)[C:28]([O:30][CH2:31][CH3:32])=[O:29])C.C[O-].[Na+]>C(O)C>[CH2:31]([O:30][C:28]([C:27]1[CH:33]=[N:1][C:2]2[N:3]([N:4]=[CH:5][C:6]=2[C:7]2[CH:12]=[CH:11][C:10]([CH2:13][C:14]3[CH:19]=[CH:18][C:17]4[O:20][CH2:21][O:22][C:16]=4[CH:15]=3)=[CH:9][CH:8]=2)[C:26]=1[OH:25])=[O:29])[CH3:32] |f:2.3|. Procedure: To a solution of 3-amino-4-[4-(3,4-methylenedioxyphenylmethyl) phenyl]pyrazole (1.5 g) in ethanol (10 ml) was added diethyl ethoxymethylenemalonate (2.07 ml), and the mixture was heated and refluxed for 12 hours. To the mixture was added sodium methoxide (829 mg) under ice-cooling, and the mixture was stirred at room temperature for 1 day. The solvent was distilled away under reduced pressure, and thereto was added water (50 ml) under ice-cooling. The mixture was adjusted to acid with 10% hydroc... Procedure details: Example 2 was prepared using 2-(4-bromo-3-methylphenyl)-5-methyl-1,3,4-oxadiazole and 4-methyl-N-[3-(4-morpholinyl)phenyl]-3-(4,4,5,5-tetramethyl-[1,3,2]-dioxaborolan-2-yl)benzamide (Intermediate 5). Yields the product CC1=C(C=CC(=C1)C=1OC(=NN1)C)C1=CC(=CC=C1C)C(=O)NC1=CC(=CC=C1)N1CCOCC1 (2′,6-Dimethyl-4′-(5-methyl-1,3,4-oxadiazol-2-yl)-N-[3-(4-morpholinyl)phenyl][1,1′-biphenyl]-3-carboxamide). Reaction SMILES: Br[C:2]1[CH:7]=[CH:6][C:5]([C:8]2[O:9][C:10]([CH3:13])=[N:11][N:12]=2)=[CH:4][C:3]=1[CH3:14].[CH3:15][C:16]1[CH:36]=[CH:35][C:19]([C:20]([NH:22][C:23]2[CH:28]=[CH:27][CH:26]=[C:25]([N:29]3[CH2:34][CH2:33][O:32][CH2:31][CH2:30]3)[CH:24]=2)=[O:21])=[CH:18][C:17]=1B1OC(C)(C)C(C)(C)O1>>[CH3:14][C:3]1[CH:4]=[C:5]([C:8]2[O:9][C:10]([CH3:13])=[N:11][N:12]=2)[CH:6]=[CH:7][C:2]=1[C:17]1[C:16]([CH3:15])=[CH:36][CH:35]=[C:19]([C:20]([NH:22][C:23]2[CH:28]=[CH:27][CH:26]=[C:25]([N:29]3[CH2:34][CH2:33][O:32][CH2:31][CH2:30]3)[CH:24]=2)=[O:21])[CH:18]=1. Starting materials: BrC1=C(C=C(C=C1)C=1OC(=NN1)C)C (2-(4-bromo-3-methylphenyl)-5-methyl-1,3,4-oxadiazole), CC1=C(C=C(C(=O)NC2=CC(=CC=C2)N2CCOCC2)C=C1)B1OC(C(O1)(C)C)(C)C (4-methyl-N-[3-(4-morpholinyl)phenyl]-3-(4,4,5,5-tetramethyl-[1,3,2]dioxaborolan-2-yl)benzamide), CC1=C(C=C(C(=O)NC2=CC(=CC=C2)N2CCOCC2)C=C1)B1OC(C(O1)(C)C)(C)C (4-methyl-N-[3-(4-morpholinyl)phenyl]-3-(4,4,5,5-tetramethyl-[1,3,2]dioxaborolan-2-yl)benzamide). The reactants are CC1=C(C(=O)Cl)C=CC=C1[N+](=O)[O-] (2-methyl-3-nitrobenzoyl chloride), O (water), [Cl-].[Al+3].[Cl-].[Cl-] (aluminum chloride), C1(=CC=CC=C1)OC (anisole). Run in C(Cl)Cl (methylene dichloride), C(Cl)Cl (methylene dichloride). Product: COC1=CC=C(C(=O)C=2C(=C(C=CC2)[N+](=O)[O-])C)C=C1 (3-(4-methoxybenzoyl)-2-methylnitrobenzene). The yield is 68.8%. RXN SMILES: [Cl-].[Al+3].[Cl-].[Cl-].[CH3:5][C:6]1[C:14]([N+:15]([O-:17])=[O:16])=[CH:13][CH:12]=[CH:11][C:7]=1[C:8](Cl)=[O:9].[C:18]1([O:24][CH3:25])[CH:23]=[CH:22][CH:21]=[CH:20][CH:19]=1.O>C(Cl)Cl>[CH3:25][O:24][C:18]1[CH:23]=[CH:22][C:21]([C:8]([C:7]2[C:6]([CH3:5])=[C:14]([N+:15]([O-:17])=[O:16])[CH:13]=[CH:12][CH:11]=2)=[O:9])=[CH:20][CH:19]=1 |f:0.1.2.3|. Procedure: To a suspension of 95.6 g (0.716 mole) of aluminum chloride in 500 ml of methylene dichloride was added, rapidly and with stirring, a solution of 110.1 g (0.551 mole) of 2-methyl-3-nitrobenzoyl chloride in 400 ml of methylene dichloride. The mixture was then transferred to an addition funnel, added with stirring to a solution of 59.8 g (0.551 mole) of anisole over a thirty minute period, and the reaction mixture then heated under reflux for two hours. The mixture was decomposed by the careful ad... The reactants are C(C1=CC=CC=C1)OC(=O)N[C@@]1([C@@H]2[C@H]([C@@H]2C(C1)=O)C(=O)OCC)C(=O)OCC (diethyl (1S,2S,5R,6R)-2-benzyloxycarbonylamino-4-oxo-bicyclo[3.1.0]hexane-2,6-dicarboxylate), CC(C)([O-])C.[K+] (potassium tert-butoxide). Reagents/catalysts: [Br-].C[P+](C1=CC=CC=C1)(C1=CC=CC=C1)C1=CC=CC=C1 (methyl-triphenylphosphonium bromide). Solvent: O1CCCC1 (tetrahydrofuran), O1CCCC1 (tetrahydrofuran), O1CCCC1 (tetrahydrofuran), C(C)(=O)OCC (ethyl acetate). Conditions: time 3 hour. The product is C(C1=CC=CC=C1)OC(=O)N[C@@]1([C@@H]2[C@H]([C@@H]2C(C1)=C)C(=O)OCC)C(=O)OCC (Diethyl (1S,2S,5R,6S)-2-benzyloxycarbonylamino-4-methylene-bicyclo[3.1.0]hexane-2,6-dicarboxylate). As a reaction SMILES: [CH3:1]C(C)([O-])C.[K+].[CH2:7]([O:14][C:15]([NH:17][C@@:18]1([C:30]([O:32][CH2:33][CH3:34])=[O:31])[CH2:23][C:22](=O)[C@@H:21]2[C@H:19]1[C@H:20]2[C:25]([O:27][CH2:28][CH3:29])=[O:26])=[O:16])[C:8]1[CH:13]=[CH:12][CH:11]=[CH:10][CH:9]=1>[Br-].C[P+](C1C=CC=CC=1)(C1C=CC=CC=1)C1C=CC=CC=1.O1CCCC1.C(OCC)(=O)C>[CH2:7]([O:14][C:15]([NH:17][C@@:18]1([C:30]([O:32][CH2:33][CH3:34])=[O:31])[CH2:23][C:22](=[CH2:1])[C@@H:21]2[C@H:19]1[C@H:20]2[C:25]([O:27][CH2:28][CH3:29])=[O:26])=[O:16])[C:8]1[CH:13]=[CH:12][CH:11]=[CH:10][CH:9]=1 |f:0.1,3.4|. Procedure: Under a nitrogen atmosphere, combine methyl-triphenylphosphonium bromide (67.4 g, 184.9 mmol) and tetrahydrofuran (300 mL) with agitation. Add a solution of potassium tert-butoxide (1M) in tetrahydrofuran, 184.9 mL, 184.9 mmol) to the reaction mixture over 15 minutes and stir the resulting slurry at ambient temperature for 3 hours. Dissolve diethyl (1S,2S,5R,6R)-2-benzyloxycarbonylamino-4-oxo-bicyclo[3.1.0]hexane-2,6-dicarboxylate (12.3 kg, 31.6 mol) in tetrahydrofuran (120 mL) and add to the re... Starting materials: CCOC(C)=O, O=C(Cl)C(=O)Cl, ClCCl, CC1=C(C(=O)O)C(c2cccc(F)c2F)CC(=O)N1, CN(C)C=O, c1ccncc1, Nc1ccc2[nH]ncc2c1. Product: CC1=C(C(=O)Nc2ccc3[nH]ncc3c2)C(c2cccc(F)c2F)CC(=O)N1. Reaction SMILES: [CH3:50][CH2:51][O:52][C:53]([CH3:54])=[O:55].[Cl:25][C:26]([C:27]([Cl:28])=[O:29])=[O:30].[Cl:41][CH2:42][Cl:43].[F:1][c:2]1[c:3]([CH:9]2[C:10]([C:17](=[O:18])[OH:19])=[C:11]([CH3:16])[NH:12][C:13](=[O:15])[CH2:14]2)[cH:4][cH:5][cH:6][c:7]1[F:8].[O:20]=[CH:21][N:22]([CH3:23])[CH3:24].[cH:44]1[cH:45][cH:46][n:47][cH:48][cH:49]1.[nH:31]1[n:32][cH:33][c:34]2[cH:35][c:36]([NH2:40])[cH:37][cH:38][c:39]12>>[F:1][c:2]1[c:3]([CH:9]2[C:10]([C:17](=[O:19])[NH:40][c:36]3[cH:35][c:34]4[cH:33][n:32][nH:31][c:39]4[cH:38][cH:37]3)=[C:11]([CH3:16])[NH:12][C:13](=[O:15])[CH2:14]2)[cH:4][cH:5][cH:6][c:7]1[F:8].